Dataset: the Open Reaction Database (ORD), a public repository of structured organic reaction records. Task: describe an organic reaction: reactants, conditions, products, and yield As a reaction SMILES: [CH3:1][O:2][C:3]1[C:8]2=[CH:9][CH:10]=[C:11]3[C:20]([N:19]=[C:18]4[C:13]([CH:14]=[CH:15][CH:16]=[C:17]4[C:21]([OH:23])=O)=[N:12]3)=[C:7]2[CH:6]=[CH:5][N:4]=1.[CH3:24][N:25]([CH3:29])[CH2:26][CH2:27][NH2:28]>>[CH3:24][N:25]([CH3:29])[CH2:26][CH2:27][NH:28][C:21]([C:17]1[C:18]2[C:13](=[N:12][C:11]3[C:20]([N:19]=2)=[C:7]2[CH:6]=[CH:5][N:4]=[C:3]([O:2][CH3:1])[C:8]2=[CH:9][CH:10]=3)[CH:14]=[CH:15][CH:16]=1)=[O:23]. The product is CN(CCNC(=O)C1=CC=CC2=NC3=CC=C4C(=C3N=C12)C=CN=C4OC)C (4-Methoxypyrido [4,3-α]phenazine-11-carboxylic acid (2-dimethylamino-ethyl)-amide). The reactants are COC1=NC=CC=2C1=CC=C1N=C3C=CC=C(C3=NC21)C(=O)O (4-methoxypyrido[4,3-α]phenazine-11-carboxylic acid), CN(CCN)C (N,N-dimethylethylenediamine). Procedure: 4-Methoxypyrido [4,3-α]phenazine-11-carboxylic acid (2-dimethylamino-ethyl)-amide was prepared from 4-methoxypyrido[4,3-α]phenazine-11-carboxylic acid (II.4) and N,N-dimethylethylenediamine